This data is from the Open Reaction Database (ORD), a public repository of structured organic reaction records. The task is: describe an organic reaction: reactants, conditions, products, and yield Starting materials: CC(C)C[AlH]CC(C)C (DIBAL-H), COC(C1=CC(=C(C=C1)C(C(C(F)(F)F)(O)C1=CC(=NC=C1)Cl)C)Cl)=O (3-Chloro-4-[2-(2-chloro-pyridin-4-yl)-3,3,3-trifluoro-2-hydroxy-1-methyl-propyl]-benzoic acid methyl ester), ice water. The solvent is C(Cl)Cl (CH2Cl2). Conditions: temperature -15 celsius. Product: ClC1=C(C=CC(=C1)CO)C(C(C(F)(F)F)(O)C1=CC(=NC=C1)Cl)C (3-(2-Chloro-4-hydroxymethyl-phenyl)-2-(2-chloro-pyridin-4-yl)-1,1,1-trifluoro-butan-2-ol). Isolated yield 44.0%. As a reaction SMILES: C[O:2][C:3](=O)[C:4]1[CH:9]=[CH:8][C:7]([CH:10]([CH3:24])[C:11]([C:17]2[CH:22]=[CH:21][N:20]=[C:19]([Cl:23])[CH:18]=2)([OH:16])[C:12]([F:15])([F:14])[F:13])=[C:6]([Cl:25])[CH:5]=1.CC(C[AlH]CC(C)C)C>C(Cl)Cl>[Cl:25][C:6]1[CH:5]=[C:4]([CH2:3][OH:2])[CH:9]=[CH:8][C:7]=1[CH:10]([CH3:24])[C:11]([C:17]1[CH:22]=[CH:21][N:20]=[C:19]([Cl:23])[CH:18]=1)([OH:16])[C:12]([F:15])([F:14])[F:13]. Procedure: 3-Chloro-4-[2-(2-chloro-pyridin-4-yl)-3,3,3-trifluoro-2-hydroxy-1-methyl-propyl]-benzoic acid methyl ester (488 mg, Example 135) was dissolved in CH2Cl2 under argon. The solution was cooled to −15° C. in an ice/salt bath and a solution of DIBAL-H (1M in CH2Cl2, 3 mL) was added drop wise. Stirring was continued and the mixture was allowed to warm to 0° C. over a period of 2 hours. The mixture was then poured into ice/water and extracted with ethyl acetate. The organic extracts were washed with br...